Dataset: the Open Reaction Database (ORD), a public repository of structured organic reaction records. Task: describe an organic reaction: reactants, conditions, products, and yield The reactants are CO, [Na+], C1CCOC1, [OH-], COC(=O)C(Cc1ccc(OCCOc2ccc3ncccc3c2)cc1)C(=O)OC. The product is COC(=O)C(Cc1ccc(OCCOc2ccc3ncccc3c2)cc1)C(=O)O. RXN SMILES: [CH3:33][OH:34].[Na+:32].[O:35]1[CH2:36][CH2:37][CH2:38][CH2:39]1.[OH-:31].[n:1]1[cH:2][cH:3][cH:4][c:5]2[cH:6][c:7]([O:11][CH2:12][CH2:13][O:14][c:15]3[cH:16][cH:17][c:18]([CH2:19][CH:20]([C:21](=[O:22])[O:23][CH3:24])[C:25](=[O:26])[O:27][CH3:28])[cH:29][cH:30]3)[cH:8][cH:9][c:10]12>>[n:1]1[cH:2][cH:3][cH:4][c:5]2[cH:6][c:7]([O:11][CH2:12][CH2:13][O:14][c:15]3[cH:16][cH:17][c:18]([CH2:19][CH:20]([C:21](=[O:22])[O:23][CH3:24])[C:25](=[O:26])[OH:27])[cH:29][cH:30]3)[cH:8][cH:9][c:10]12. Reactants: ClS(=O)(=O)O (Chlorosulphonic acid), FC(C(=O)N1CC(C1)C1=CC(=CC=C1)F)(F)F (2,2,2-trifluoro-1-[3-(3-fluorophenyl)azetidin-1-yl]ethanone), FC(C(=O)N1CC(C1)C1=CC(=CC=C1)F)(F)F (2,2,2-trifluoro-1-[3-(3-fluorophenyl)azetidin-1-yl]ethanone). The solvent is C(C)(=O)OCC (ethyl acetate). Product: FC1=CC(=C(C=C1)S(=O)(=O)Cl)C1CN(C1)C(C(F)(F)F)=O (4-fluoro-2-[1-(2,2,2-trifluoroacetyl)azetidin-3-yl]benzenesulfonyl chloride). Reaction SMILES: [Cl:1][S:2]([OH:5])(=O)=[O:3].[F:6][C:7]([F:22])([F:21])[C:8]([N:10]1[CH2:13][CH:12]([C:14]2[CH:19]=[CH:18][CH:17]=[C:16]([F:20])[CH:15]=2)[CH2:11]1)=[O:9]>C(OCC)(=O)C>[F:20][C:16]1[CH:17]=[CH:18][C:19]([S:2]([Cl:1])(=[O:5])=[O:3])=[C:14]([CH:12]2[CH2:11][N:10]([C:8](=[O:9])[C:7]([F:6])([F:21])[F:22])[CH2:13]2)[CH:15]=1. Procedure: Chlorosulphonic acid (5 mL) was added to 2,2,2-trifluoro-1-[3-(3-fluorophenyl)azetidin-1-yl]ethanone (Intermediate 90, 1.15 g) with stirring and ice cooling. The mixture was stirred for 1 hour then poured carefully onto a mixture of ice and ethyl acetate. The organic layer was washed with water and concentrated in vacuo. The residue was purified by chromatography on silica, eluting with a mixture of ethyl acetate and cyclohexane with a gradient of 0-20% to give 4-fluoro-2-[1-(2,2,2-trifluoroacet... The reactants are N1=C(C=CC=C1)COC1=CC=C(C=C1)C(CCC(=O)OC(C)(C)C)=O (tert-Butyl 4-(4-((2-pyridinyl)-methoxy)phenyl)-4-oxobutyrate), FC(C(=O)O)(F)F (trifluoroacetic acid). The solvent is ClCCl (dichloromethane). Conditions: time 3 hour. The product is N1=C(C=CC=C1)COC1=CC=C(C=C1)C(CCC(=O)O)=O (4-(4-((2-Pyridinyl)-methoxy)phenyl)-4-oxobutyric acid). Reaction SMILES: [N:1]1[CH:6]=[CH:5][CH:4]=[CH:3][C:2]=1[CH2:7][O:8][C:9]1[CH:14]=[CH:13][C:12]([C:15](=[O:25])[CH2:16][CH2:17][C:18]([O:20]C(C)(C)C)=[O:19])=[CH:11][CH:10]=1.FC(F)(F)C(O)=O>ClCCl>[N:1]1[CH:6]=[CH:5][CH:4]=[CH:3][C:2]=1[CH2:7][O:8][C:9]1[CH:14]=[CH:13][C:12]([C:15](=[O:25])[CH2:16][CH2:17][C:18]([OH:20])=[O:19])=[CH:11][CH:10]=1. Reported procedure: A solution of tert-Butyl 4-(4-((2-pyridinyl)-methoxy)phenyl)-4-oxobutyrate (Step C, 1.27 g, 4.2 mmol) in dichloromethane (25 ml) was treated with trifluoroacetic acid (5 ml). The mixture was stirred at ambient temperature for 3 hours and concentrated in vacuo. The purification was done by flash chromatography on silica gel column (chloroform: methanol, 95:5 spiked with acetic acid) to provide the title compound as a white solid. The reactants are ClC=1N=C(N(C1C(=O)NCC1=C(C(=C(C=C1)Cl)OC1=CC(=CC(=C1)C#N)Cl)F)COCC[Si](C)(C)C)N(C(C)=O)C(C)=O (4-chloro-N-({4-chloro-3-[(3-chloro-5-cyanophenyl)oxy]-2-fluorophenyl}methyl)-2-(diacetylamino)-1-({[2-(trimethylsilyl)ethyl]oxy}methyl)-1H-imidazole-5-carboxamide), C(=O)(C(F)(F)F)O (TFA). Run in C(Cl)Cl (CH2Cl2). The product is C(C)(=O)NC=1NC(=C(N1)Cl)C(=O)NCC1=C(C(=C(C=C1)Cl)OC1=CC(=CC(=C1)C#N)Cl)F (2-(acetylamino)-4-chloro-N-({4-chloro-3-[(3-chloro-5-cyanophenyl)oxy]-2-fluorophenyl}methyl)-1H-imidazole-5-carboxamide). The yield is 19.8%. RXN SMILES: [Cl:1][C:2]1[N:3]=[C:4]([N:37](C(=O)C)[C:38](=[O:40])[CH3:39])[N:5](COCC[Si](C)(C)C)[C:6]=1[C:7]([NH:9][CH2:10][C:11]1[CH:16]=[CH:15][C:14]([Cl:17])=[C:13]([O:18][C:19]2[CH:24]=[C:23]([C:25]#[N:26])[CH:22]=[C:21]([Cl:27])[CH:20]=2)[C:12]=1[F:28])=[O:8].C(O)(C(F)(F)F)=O>C(Cl)Cl>[C:38]([NH:37][C:4]1[NH:5][C:6]([C:7]([NH:9][CH2:10][C:11]2[CH:16]=[CH:15][C:14]([Cl:17])=[C:13]([O:18][C:19]3[CH:24]=[C:23]([C:25]#[N:26])[CH:22]=[C:21]([Cl:27])[CH:20]=3)[C:12]=2[F:28])=[O:8])=[C:2]([Cl:1])[N:3]=1)(=[O:40])[CH3:39]. Procedure: A solution of 4-chloro-N-({4-chloro-3-[(3-chloro-5-cyanophenyl)oxy]-2-fluorophenyl}methyl)-2-(diacetylamino)-1-({[2-(trimethylsilyl)ethyl]oxy}methyl)-1H-imidazole-5-carboxamide (0.047 g, 0.071 mmol) and TFA (0.5 mL, 6.5 mmol) in CH2Cl2 (1.0 mL) was stirred at RT overnight. The solution was concentrated and purified by Reverse-Phase HPLC (water:acetonitrile with 0.1% TFA) to provide the title compound (0.007 g, 21%) as a white solid. 1H NMR (400 MHz, DMSO-d6) δ ppm 11.88 (br. s., 1H) 11.52 (br. s...